The task is: describe an organic reaction: reactants, conditions, products, and yield. This data is from the Open Reaction Database (ORD), a public repository of structured organic reaction records. Reactants: CC(C)(C)c1ccc(N2C(=O)N(Cc3ccnc(S(C)(=O)=O)n3)C(C)(C)C2=O)cc1, N, C1COCCO1. Yields the product CC(C)(C)c1ccc(N2C(=O)N(Cc3ccnc(N)n3)C(C)(C)C2=O)cc1. As a reaction SMILES: [C:1]([CH3:2])([CH3:3])([CH3:4])[c:5]1[cH:6][cH:7][c:8]([N:11]2[C:12](=[O:30])[N:13]([CH2:19][c:20]3[n:21][c:22]([S:26]([CH3:27])(=[O:28])=[O:29])[n:23][cH:24][cH:25]3)[C:14]([CH3:17])([CH3:18])[C:15]2=[O:16])[cH:9][cH:10]1.[NH3:31].[O:32]1[CH2:33][CH2:34][O:35][CH2:36][CH2:37]1>>[C:1]([CH3:2])([CH3:3])([CH3:4])[c:5]1[cH:6][cH:7][c:8]([N:11]2[C:12](=[O:30])[N:13]([CH2:19][c:20]3[n:21][c:22]([NH2:31])[n:23][cH:24][cH:25]3)[C:14]([CH3:17])([CH3:18])[C:15]2=[O:16])[cH:9][cH:10]1. Reactants: C[Si](C)(C)Cl, O=C1CCN(C(=O)OCc2ccccc2)CC1, CN(C)C=O. Product: C[Si](C)(C)OC1=CCN(C(=O)OCc2ccccc2)CC1. As a reaction SMILES: [CH3:18][Si:19]([CH3:20])([CH3:21])[Cl:22].[O:1]=[C:2]1[CH2:3][CH2:4][N:5]([C:8](=[O:9])[O:10][CH2:11][c:12]2[cH:13][cH:14][cH:15][cH:16][cH:17]2)[CH2:6][CH2:7]1.[O:23]=[CH:24][N:25]([CH3:26])[CH3:27]>>[O:1]([C:2]1=[CH:3][CH2:4][N:5]([C:8](=[O:9])[O:10][CH2:11][c:12]2[cH:13][cH:14][cH:15][cH:16][cH:17]2)[CH2:6][CH2:7]1)[Si:19]([CH3:18])([CH3:20])[CH3:21]. Starting materials: ClC=1C=C(C(=O)O)C=CN1 (2-chloroisonicotinic acid), C[Li] (methyl lithium), O (water). The solvent is C1CCOC1 (THF). Run at temperature -70 celsius. Yields the product C(C)(=O)C1=CC(=NC=C1)Cl (4-acetyl-2-chloropyridine). Reaction SMILES: [Cl:1][C:2]1[CH:3]=[C:4]([CH:8]=[CH:9][N:10]=1)[C:5]([OH:7])=O.[CH3:11][Li].O>C1COCC1>[C:5]([C:4]1[CH:8]=[CH:9][N:10]=[C:2]([Cl:1])[CH:3]=1)(=[O:7])[CH3:11]. Reported procedure: In 440 ml of THF was suspended 22 g of 2-chloroisonicotinic acid, and under nitrogen flow, the mixture was cooled to −70° C. or lower, 245 ml of methyl lithium (1.14 M solution in diethyl ether) was added dropwise to the mixture. After stirring at the same temperature for an hour, a temperature of the mixture was raised to 0° C. over an hour, and stirred at the same temperature for further an hour. To the reaction mixture was added 500 ml of water, and the reaction mixture was extracted with eth... Run at time 2 hour. Procedure details: To a suspension of lithium aluminum hydride (92.8 mg) in tetrahydrofuran (12 ml) was added methyl 4-[(E)-2-(4-pyridyl)vinyl]benzoate (1.17 g), and after stirring for 2 hours at ambient temperature, ammonia solution and methanol were added thereto. The mixture was stirred for 2 hours at ambient temperature. Insoluble material was filtered off, and the filtrate was washed with water and brine, dried over magnesium sulfate and concentrated in vacuo. The residue was crystallized with diisopropyl eth... Solvent: O1CCCC1 (tetrahydrofuran). Reactants: [H-].[Al+3].[Li+].[H-].[H-].[H-] (lithium aluminum hydride), N (ammonia), CO (methanol), N1=CC=C(C=C1)/C=C/C1=CC=C(C(=O)OC)C=C1 (methyl 4-[(E)-2-(4-pyridyl)vinyl]benzoate). As a reaction SMILES: [H-].[Al+3].[Li+].[H-].[H-].[H-].[N:7]1[CH:12]=[CH:11][C:10](/[CH:13]=[CH:14]/[C:15]2[CH:24]=[CH:23][C:18]([C:19](OC)=[O:20])=[CH:17][CH:16]=2)=[CH:9][CH:8]=1.N.CO>O1CCCC1>[N:7]1[CH:12]=[CH:11][C:10](/[CH:13]=[CH:14]/[C:15]2[CH:16]=[CH:17][C:18]([CH2:19][OH:20])=[CH:23][CH:24]=2)=[CH:9][CH:8]=1 |f:0.1.2.3.4.5|. Yields the product N1=CC=C(C=C1)/C=C/C1=CC=C(CO)C=C1 (4-[(E)-2-(4-pyridyl)vinyl]benzyl alcohol). Yield: 73.8%.